Dataset: the Open Reaction Database (ORD), a public repository of structured organic reaction records. Task: describe an organic reaction: reactants, conditions, products, and yield Procedure: Prepared in analogous manner to Example 63 from 4'-[(2-methylthiomethyl-benzimidazol-1-yl)-methyl]biphenyl-2-carboxylic acid and hydrogen peroxide/acetic acid. RXN SMILES: [CH3:1][S:2][CH2:3][C:4]1[N:8]([CH2:9][C:10]2[CH:15]=[CH:14][C:13]([C:16]3[C:17]([C:22]([OH:24])=[O:23])=[CH:18][CH:19]=[CH:20][CH:21]=3)=[CH:12][CH:11]=2)[C:7]2[CH:25]=[CH:26][CH:27]=[CH:28][C:6]=2[N:5]=1.OO.C(O)(=[O:33])C>>[CH3:1][S:2]([CH2:3][C:4]1[N:8]([CH2:9][C:10]2[CH:11]=[CH:12][C:13]([C:16]3[C:17]([C:22]([OH:24])=[O:23])=[CH:18][CH:19]=[CH:20][CH:21]=3)=[CH:14][CH:15]=2)[C:7]2[CH:25]=[CH:26][CH:27]=[CH:28][C:6]=2[N:5]=1)=[O:33] |f:1.2|. Reactants: CSCC1=NC2=C(N1CC1=CC=C(C=C1)C=1C(=CC=CC1)C(=O)O)C=CC=C2 (4'-[(2-methylthiomethyl-benzimidazol-1-yl)-methyl]biphenyl-2-carboxylic acid), OO.C(C)(=O)O (hydrogen peroxide acetic acid). Product: CS(=O)CC1=NC2=C(N1CC1=CC=C(C=C1)C=1C(=CC=CC1)C(=O)O)C=CC=C2 (4'-[(2-Methylsulphinylmethyl-benzimidazol-1-yl)-methyl]biphenyl-2-carboxylic acid). Starting materials: COc1ccc(C=O)cc1Br, [Na+], O=C([O-])O, O, OCCO, c1ccccc1. The product is COc1ccc(C2OCCO2)cc1Br. Reaction SMILES: [Br:1][c:2]1[cH:3][c:4]([CH:5]=[O:6])[cH:7][cH:8][c:9]1[O:10][CH3:11].[Na+:21].[O-:17][C:18]([OH:19])=[O:20].[OH2:16].[OH:12][CH2:13][CH2:14][OH:15].[cH:22]1[cH:23][cH:24][cH:25][cH:26][cH:27]1>>[Br:1][c:2]1[cH:3][c:4]([CH:5]2[O:6][CH2:14][CH2:13][O:12]2)[cH:7][cH:8][c:9]1[O:10][CH3:11]. Product: FC=1C=C(C#N)C=CC1CN=[N+]=[N-] (3-fluoro-4-(azidomethyl)benzonitrile). Reactants: [N-]=[N+]=[N-].[Na+] (Sodium azide), FC=1C=C(C#N)C=CC1CBr (3-fluoro-4-(bromomethyl)benzonitrile), FC=1C=C(C#N)C=CC1CBr (3-fluoro-4-(bromomethyl)benzonitrile). The solvent is CN(C)C=O (DMF). Yield: 86.9%. Procedure: Sodium azide (Aldrich, 0.63 g, 9.8 mmol) was added to a solution of 3-fluoro-4-(bromomethyl)benzonitrile (compound 39, 1.4 g, 6.5 mmol) in DMF (15 mL). After stirring at ambient temperature for 20 hours, the reaction mixture was partitioned in EtOAc and water (100 mL, each). Organic layer was then dried (MgSO4), and solvent was removed under vacuum to give the title compound (0.995 g, 86%). 1HNMR (CDCl3) δ4.50 (s, 2H), 7.38 (d, 2H, J=8.1 Hz), 7.52 (m, 2H). Conditions: time 20 hour. RXN SMILES: [N-:1]=[N+:2]=[N-:3].[Na+].[F:5][C:6]1[CH:7]=[C:8]([CH:11]=[CH:12][C:13]=1[CH2:14]Br)[C:9]#[N:10]>CN(C=O)C>[F:5][C:6]1[CH:7]=[C:8]([CH:11]=[CH:12][C:13]=1[CH2:14][N:1]=[N+:2]=[N-:3])[C:9]#[N:10] |f:0.1|. Starting materials: C(Cl)(Cl)Cl (chloroform), NC=1C(NC(N(C1N)CCCCC)=O)=O (5,6-diamino-1-pentyl-2,4-(1H,3H)-pyrimidinedione), CCOCC (ether). The solvent is C(=O)O (formic acid). Yields the product C(CCCC)N1C(NC(C=2NC=NC12)=O)=O (3,7-dihydro-3-pentyl-1H-purine-2,6-dione). As a reaction SMILES: [NH2:1][C:2]1[C:3](=[O:15])[NH:4][C:5](=[O:14])[N:6]([CH2:9][CH2:10][CH2:11][CH2:12][CH3:13])[C:7]=1[NH2:8].[CH:16](Cl)(Cl)Cl.CCOCC>C(O)=O>[CH2:9]([N:6]1[C:7]2[N:8]=[CH:16][NH:1][C:2]=2[C:3](=[O:15])[NH:4][C:5]1=[O:14])[CH2:10][CH2:11][CH2:12][CH3:13]. Procedure: 37.4 g of 5,6-diamino-1-pentyl-2,4-(1H,3H)-pyrimidinedione (XXXIX) was refluxed in 50 ml of formic acid for 2 h. 50 ml of chloroform was added and ether was then added slowly. The received crystals were filtered off. Yield 36.8 g. The amide was refluxed in 50 ml of 5N NaOH for 2 hours and then neutralized with 5N HCl. The crystals were filtered off and recrystallized from 1.8 l of ethanol. Yield 18.3 g (XXXVIII) NMR (see Table I). The reactants are O=C([O-])[O-], COC(=O)COc1ccc(Cl)c2[nH]c(=O)c(Cc3ccc(F)cc3)c(C)c12, CN(C)C=O, CC(C)I, [K+], [K+], O. Yields the product COC(=O)COc1ccc(Cl)c2nc(OC(C)C)c(Cc3ccc(F)cc3)c(C)c12. As a reaction SMILES: [C:33](=[O:34])([O-:35])[O-:36].[CH3:1][O:2][C:3]([CH2:4][O:5][c:6]1[c:7]2[c:8]([CH3:26])[c:9]([CH2:18][c:19]3[cH:20][cH:21][c:22]([F:25])[cH:23][cH:24]3)[c:10](=[O:17])[nH:11][c:12]2[c:13]([Cl:16])[cH:14][cH:15]1)=[O:27].[CH3:28][N:29]([CH3:30])[CH:31]=[O:32].[I:39][CH:40]([CH3:41])[CH3:42].[K+:37].[K+:38].[OH2:43]>>[CH3:1][O:2][C:3]([CH2:4][O:5][c:6]1[c:7]2[c:8]([CH3:26])[c:9]([CH2:18][c:19]3[cH:20][cH:21][c:22]([F:25])[cH:23][cH:24]3)[c:10]([O:17][CH:40]([CH3:41])[CH3:42])[n:11][c:12]2[c:13]([Cl:16])[cH:14][cH:15]1)=[O:27].